From a dataset of the Open Reaction Database (ORD), a public repository of structured organic reaction records. describe an organic reaction: reactants, conditions, products, and yield Reactants: CC1=C(SC=[N+]1CC2=CN=C(N=C2N)C)CCOP(=O)(O)O (THMP), C(C)(C)O (isopropanol), C=CCC (1-butene), Example 1, C=CCC (1-butene). The reagents and catalysts are Cl[Ru](Cl)([P](C1CCCCC1)(C2CCCCC2)C3CCCCC3)([P](C4CCCCC4)(C5CCCCC5)C6CCCCC6)=CC7=CC=CC=C7 (Grubbs' catalyst). Conditions: temperature 60 celsius, time 4 hour. Yields the product C=CCCCCCCCC (1-decene), CCC=CCCCCCCCC (3-dodecene). As a reaction SMILES: [CH2:1]=[CH:2][CH2:3][CH3:4].[CH3:5][C:6]1[N+](CC2C(N)=NC(C)=NC=2)=CS[C:7]=1[CH2:20][CH2:21]OP(O)(O)=O.[CH:27](O)([CH3:29])[CH3:28]>Cl[Ru](=CC1C=CC=CC=1)([P](C1CCCCC1)(C1CCCCC1)C1CCCCC1)([P](C1CCCCC1)(C1CCCCC1)C1CCCCC1)Cl>[CH2:1]=[CH:2][CH2:3][CH2:4][CH2:27][CH2:21][CH2:20][CH2:7][CH2:6][CH3:5].[CH3:1][CH2:2][CH:3]=[CH:4][CH2:28][CH2:27][CH2:29][CH2:21][CH2:20][CH2:7][CH2:6][CH3:5] |^1:39,58|. Procedure details: Estolides prepared according to the method set forth in Example 1 (20 mol) and a second-generation Grubbs' catalyst (e.g., C827, 25 ppm) are added to a Parr Reactor and degassed with argon for 1 hr. 1-Butene is added while heating to 60° C. while keeping the pressure of the reaction between about 25 to about 60 psi. The 1-butene is added using a one-way check valve to prevent backflow into the 1-butene cylinder. After 4 hrs, the pressure is released and vented into the fume hood. After allowing ... Solvent: O1CCOCC1 (dioxane), C(C)[SiH](CC)CC (triethylsilane). The product is O=C1N(CN(C12CCN(CC2)CCCC(C2=CC=CC=C2)=O)C2=CC=CC=C2)CC=2C=C(C(=O)O)C=CC2 (3-((4-Oxo-8-(4-oxo-4-phenylbutyl)-1-phenyl-1,3,8-triazaspiro[4.5]decan-3-yl)methyl)benzoic acid), acetate salt. Reactants: O=C1N(CN(C12CCN(CC2)CCCC(C2=CC=CC=C2)=O)C2=CC=CC=C2)CC=2C=C(C(=O)OC(C)(C)C)C=CC2 (tert-butyl 3-((4-oxo-8-(4-oxo-4-phenylbutyl)-1-phenyl-1,3,8-triazaspiro[4.5]decan-3-yl)methyl)benzoate), solution, Cl (HCl). Reported procedure: To tert-butyl 3-((4-oxo-8-(4-oxo-4-phenylbutyl)-1-phenyl-1,3,8-triazaspiro[4.5]decan-3-yl)methyl)benzoate (0.1 g, 0.18 mmol) was added 4M solution of HCl in dioxane (2 mL) and triethylsilane (0.1 mL). After stirring at room temperature for 4 hours, the reaction mixture was concentrated in vacuo and isolated by reverse phase HPLC to obtain the title compound as an acetate salt (0.044 g, 43%); 1H NMR (DMSO-d6): δ 1.58 (d, 2H, J=13.6 Hz), 1.84 (t, 2H, J=6.8 Hz), 2.42-2.53 (m, 4H), 2.74-2.78 (m, 4H)... Reaction SMILES: [O:1]=[C:2]1[C:6]2([CH2:11][CH2:10][N:9]([CH2:12][CH2:13][CH2:14][C:15](=[O:22])[C:16]3[CH:21]=[CH:20][CH:19]=[CH:18][CH:17]=3)[CH2:8][CH2:7]2)[N:5]([C:23]2[CH:28]=[CH:27][CH:26]=[CH:25][CH:24]=2)[CH2:4][N:3]1[CH2:29][C:30]1[CH:31]=[C:32]([CH:40]=[CH:41][CH:42]=1)[C:33]([O:35]C(C)(C)C)=[O:34].Cl>O1CCOCC1.C([SiH](CC)CC)C>[O:1]=[C:2]1[C:6]2([CH2:7][CH2:8][N:9]([CH2:12][CH2:13][CH2:14][C:15](=[O:22])[C:16]3[CH:17]=[CH:18][CH:19]=[CH:20][CH:21]=3)[CH2:10][CH2:11]2)[N:5]([C:23]2[CH:24]=[CH:25][CH:26]=[CH:27][CH:28]=2)[CH2:4][N:3]1[CH2:29][C:30]1[CH:31]=[C:32]([CH:40]=[CH:41][CH:42]=1)[C:33]([OH:35])=[O:34]. Yield: 43.0%. Run at time 4 hour. Starting materials: ClCCl, O=S(=O)(Cl)c1ccc(-c2ccc(F)cc2F)cc1, C=Cc1cccc(N)c1, c1ccncc1. Yields the product C=Cc1cccc(NS(=O)(=O)c2ccc(-c3ccc(F)cc3F)cc2)c1. Reaction SMILES: [Cl:34][CH2:35][Cl:36].[F:10][c:11]1[c:12](-[c:18]2[cH:19][cH:20][c:21]([S:24](=[O:25])(=[O:26])[Cl:27])[cH:22][cH:23]2)[cH:13][cH:14][c:15]([F:17])[cH:16]1.[NH2:1][c:2]1[cH:3][c:4]([CH:5]=[CH2:6])[cH:7][cH:8][cH:9]1.[cH:28]1[cH:29][cH:30][n:31][cH:32][cH:33]1>>[NH:1]([c:2]1[cH:3][c:4]([CH:5]=[CH2:6])[cH:7][cH:8][cH:9]1)[S:24]([c:21]1[cH:20][cH:19][c:18](-[c:12]2[c:11]([F:10])[cH:16][c:15]([F:17])[cH:14][cH:13]2)[cH:23][cH:22]1)(=[O:25])=[O:26]. Starting materials: CC(=O)O[BH-](OC(C)=O)OC(C)=O, ClCCCl, O=Cc1cccc([N+](=O)[O-])c1, Nc1ccc(C(=O)O)c(O)c1, [Na+], [Na+], [OH-]. The product is O=C(O)c1ccc(NCc2cccc([N+](=O)[O-])c2)cc1O. As a reaction SMILES: [C:12]([O:13][BH-:14]([O:15][C:16](=[O:17])[CH3:18])[O:19][C:20](=[O:21])[CH3:22])(=[O:23])[CH3:24].[Cl:39][CH2:40][CH2:41][Cl:42].[N+:26](=[O:27])([O-:28])[c:29]1[cH:30][c:31]([CH:32]=[O:33])[cH:34][cH:35][cH:36]1.[NH2:1][c:2]1[cH:3][c:4]([OH:11])[c:5]([C:6](=[O:7])[OH:8])[cH:9][cH:10]1.[Na+:25].[Na+:38].[OH-:37]>>[NH:1]([c:2]1[cH:3][c:4]([OH:11])[c:5]([C:6](=[O:7])[OH:8])[cH:9][cH:10]1)[CH2:32][c:31]1[cH:30][c:29]([N+:26](=[O:27])[O-:28])[cH:36][cH:35][cH:34]1. Starting materials: [Sn](CC)(CC)(CC)CC (Et4Sn), [Si](C)(C)(C(C)(C)C)OCC1CC2=CC3=C(N=C(N=[N+]3[O-])I)C=C2C1 (7-({[tert-Butyl(dimethyl)silyl]oxy}methyl)-3-iodo-7,8-dihydro-6H-indeno[5,6-e][1,2,4]triazine 1-Oxide), [Sn](CC)(CC)(CC)CC (Et4Sn), N#N (N2). Reagents/catalysts: C=1C=CC(=CC1)[P](C=2C=CC=CC2)(C=3C=CC=CC3)[Pd]([P](C=4C=CC=CC4)(C=5C=CC=CC5)C=6C=CC=CC6)([P](C=7C=CC=CC7)(C=8C=CC=CC8)C=9C=CC=CC9)[P](C=1C=CC=CC1)(C=1C=CC=CC1)C=1C=CC=CC1 (Pd(PPh3)4), C=1C=CC(=CC1)[P](C=2C=CC=CC2)(C=3C=CC=CC3)[Pd]([P](C=4C=CC=CC4)(C=5C=CC=CC5)C=6C=CC=CC6)([P](C=7C=CC=CC7)(C=8C=CC=CC8)C=9C=CC=CC9)[P](C=1C=CC=CC1)(C=1C=CC=CC1)C=1C=CC=CC1 (Pd(PPh3)4). The solvent is O1CCOCC1 (dioxane). The product is [Si](C)(C)(C(C)(C)C)OCC1CC2=CC3=C(N=C(N=[N+]3[O-])CC)C=C2C1 (7-({[tert-Butyl(dimethyl)silyl]oxy}methyl)-3-ethyl-7,8-dihydro-6H-indeno[5,6-e][1,2,4]triazine 1-Oxide). The yield is 87.9%. Reaction SMILES: [Sn](CC)(CC)(CC)[CH2:2][CH3:3].N#N.[Si:12]([O:19][CH2:20][CH:21]1[CH2:35][C:34]2[C:23](=[CH:24][C:25]3[N+:30]([O-:31])=[N:29][C:28](I)=[N:27][C:26]=3[CH:33]=2)[CH2:22]1)([C:15]([CH3:18])([CH3:17])[CH3:16])([CH3:14])[CH3:13]>O1CCOCC1.C1C=CC([P]([Pd]([P](C2C=CC=CC=2)(C2C=CC=CC=2)C2C=CC=CC=2)([P](C2C=CC=CC=2)(C2C=CC=CC=2)C2C=CC=CC=2)[P](C2C=CC=CC=2)(C2C=CC=CC=2)C2C=CC=CC=2)(C2C=CC=CC=2)C2C=CC=CC=2)=CC=1>[Si:12]([O:19][CH2:20][CH:21]1[CH2:35][C:34]2[C:23](=[CH:24][C:25]3[N+:30]([O-:31])=[N:29][C:28]([CH2:2][CH3:3])=[N:27][C:26]=3[CH:33]=2)[CH2:22]1)([C:15]([CH3:18])([CH3:17])[CH3:16])([CH3:14])[CH3:13] |^1:45,47,66,85|. Procedure: Et4Sn (1.47 mL, 7.5 mmol) and Pd(PPh3)4 (154 mg, 0.99 mmol) were added to a N2-purged, stirred solution of iodide 133 (2.27 g, 4.97 mmol) in dry dioxane (30 mL) at 20° C. and the reaction mixture was stirred at reflux temperature under N2. After 5 h more Et4Sn (1.5 mL, 7.5 mmol) and Pd(PPh3)4 (150 mg, 0.98 mmol) were added and the mixture stirred at reflux temperature for 5 h. The mixture was cooled and partitioned between EtOAc and water. The organic layer was separated, dried and the solvent e... The reactants are C[O-], CO, COC(=O)C(C)N(C(=O)COC(C)=O)c1c(C)csc1C, Cl, [Na+], O. The product is COC(=O)C(C)N(C(=O)CO)c1c(C)csc1C. As a reaction SMILES: [CH3:1][O-:2].[CH3:27][OH:28].[CH3:4][O:5][C:6]([CH:7]([N:8]([c:9]1[c:10]([CH3:15])[s:11][cH:12][c:13]1[CH3:14])[C:16]([CH2:17][O:18][C:19](=[O:20])[CH3:21])=[O:22])[CH3:23])=[O:24].[ClH:26].[Na+:3].[OH2:25]>>[CH3:4][O:5][C:6]([CH:7]([N:8]([c:9]1[c:10]([CH3:15])[s:11][cH:12][c:13]1[CH3:14])[C:16]([CH2:17][OH:18])=[O:22])[CH3:23])=[O:24]. Reactants: O (water), BrC=1SC=CN1 (2-bromothiazole), C(C)NCCN (N-ethylethylenediamine). Reagents/catalysts: [Cu] (copper), [Cu]Cl (copper(I) chloride). Solvent: C(C)(C)O (isopropanol). Reaction conditions: temperature 70 celsius. Yields the product C(C)N(CCN)C=1SC=CN1 (N1-ethyl-N1-(thiazol-2-yl)ethane-1,2-diamine). Yield: 8.0%. As a reaction SMILES: Br[C:2]1[S:3][CH:4]=[CH:5][N:6]=1.[CH2:7]([NH:9][CH2:10][CH2:11][NH2:12])[CH3:8].O>C(O)(C)C.[Cu].[Cu]Cl>[CH2:7]([N:9]([C:2]1[S:3][CH:4]=[CH:5][N:6]=1)[CH2:10][CH2:11][NH2:12])[CH3:8]. Reported procedure: 47 mg (0.74 mmol) of copper and 225 mg (2.27 mmol) of copper(I) chloride were added to a solution of 1.35 g (15.0 mmol) of 2-bromothiazole and 9.48 ml (90.0 mmol) of N-ethylethylenediamine in isopropanol (7.5 ml). The mixture was then heated to 70° C. for 1 h. After cooling to RT, the reaction solution was poured into water and extracted with EA. The organic phase was dried over MgSO4, filtered and evaporated under a vacuum. 200 mg (1.2 mmol, 8%) of N1-ethyl-N1-(thiazol-2-yl)ethane-1,2-diamine w...